Dataset: the Open Reaction Database (ORD), a public repository of structured organic reaction records. Task: describe an organic reaction: reactants, conditions, products, and yield The reactants are [BH3-]C#N, CCOC1(O[Si](C)(C)C)CC1, C1CCOC1, CC(=O)O, Clc1ccc(N2CCNCC2)nn1, [Na+], O. Product: Clc1ccc(N2CCN(C3CC3)CC2)nn1. Reaction SMILES: [C:29]([BH3-:30])#[N:31].[CH2:14]([O:15][C:17]1([O:16][Si:20]([CH3:21])([CH3:22])[CH3:23])[CH2:18][CH2:19]1)[CH3:24].[CH2:33]1[O:34][CH2:35][CH2:36][CH2:37]1.[CH3:25][C:26](=[O:27])[OH:28].[Cl:1][c:2]1[n:3][n:4][c:5]([N:8]2[CH2:9][CH2:10][NH:11][CH2:12][CH2:13]2)[cH:6][cH:7]1.[Na+:32].[OH2:38]>>[Cl:1][c:2]1[n:3][n:4][c:5]([N:8]2[CH2:9][CH2:10][N:11]([CH:17]3[CH2:18][CH2:19]3)[CH2:12][CH2:13]2)[cH:6][cH:7]1. Starting materials: O[C@H]1[C@@H](C[C@@H]([C@H]1O)COS(N)(=O)=O)NC1=CC=NC=2N1N=C(C2)C2=C1C=CC(=CC1=CC=C2)C(=O)OC ((rac)-methyl rel-5-[7-({(1R,2S,3R,4R)-2,3-dihydroxy-4-[(sulfamoyloxy)methyl]cyclopentyl}amino)pyrazolo[1,5-a]pyrimidin-2-yl]-2-naphthoate), CN(C)C=O (DMF), [OH-].[Na+] (NaOH). Reaction conditions: time 1.5 hour. Yields the product O[C@H]1[C@@H](C[C@@H]([C@H]1O)COS(N)(=O)=O)NC1=CC=NC=2N1N=C(C2)C2=C1C=CC(=CC1=CC=C2)C(=O)O ((rac)-rel-5-[7-({(1R,2S,3R,4R)-2,3-dihydroxy-4-[(sulfamoyloxy)methyl]cyclopentyl}amino)pyrazolo[1,5-a]pyrimidin-2-yl]-2-naphthoic acid). The yield is 8.6%. As a reaction SMILES: [OH:1][C@@H:2]1[C@H:6]([OH:7])[C@@H:5]([CH2:8][O:9][S:10](=[O:13])(=[O:12])[NH2:11])[CH2:4][C@H:3]1[NH:14][C:15]1[N:20]2[N:21]=[C:22]([C:24]3[CH:33]=[CH:32][CH:31]=[C:30]4[C:25]=3[CH:26]=[CH:27][C:28]([C:34]([O:36]C)=[O:35])=[CH:29]4)[CH:23]=[C:19]2[N:18]=[CH:17][CH:16]=1.CN(C=O)C.[OH-].[Na+]>>[OH:1][C@@H:2]1[C@H:6]([OH:7])[C@@H:5]([CH2:8][O:9][S:10](=[O:13])(=[O:12])[NH2:11])[CH2:4][C@H:3]1[NH:14][C:15]1[N:20]2[N:21]=[C:22]([C:24]3[CH:33]=[CH:32][CH:31]=[C:30]4[C:25]=3[CH:26]=[CH:27][C:28]([C:34]([OH:36])=[O:35])=[CH:29]4)[CH:23]=[C:19]2[N:18]=[CH:17][CH:16]=1 |f:2.3|. Reported procedure: To a solution of (rac)-methyl rel-5-[7-({(1R,2S,3R,4R)-2,3-dihydroxy-4-[(sulfamoyloxy)methyl]cyclopentyl}amino)pyrazolo[1,5-a]pyrimidin-2-yl]-2-naphthoate (0.048 g, 0.091 mmol) in DMF (2.0 mL, 26 mmol) is added 1.0 M NaOH (1.0 mL, 1.0 mmol). The mixture is stirred at room temperature for 1.5 hr and then concentrated in vacuo as an azeotropic mixture with toluene. The crude material is purified by preparative HPLC to provide (rac)-rel-5-[7-({(1R,2S,3R,4R)-2,3-dihydroxy-4-[(sulfamoyloxy)methyl]cyc... Reactants: COC=1C(=C2CCC(C2=CC1C)=O)C (5-methoxy-4,6-dimethyl-1-indanone), Cl.C(C)(C)C1=CC=C(C=C1)NN (p-isopropylphenylhydrazine hydrochloride), Cl (hydrochloric acid). The solvent is C(C)O (ethanol). Product: COC=1C(=C2CC3=C(NC=4C=CC(=CC34)C(C)C)C2=CC1C)C (5,10-Dihydro-2-methoxy-1.3-dimethyl-8-isopropylindeno[1,2-b]indole). As a reaction SMILES: [CH3:1][O:2][C:3]1[C:4]([CH3:14])=[C:5]2[C:9](=[CH:10][C:11]=1[CH3:12])[C:8](=O)[CH2:7][CH2:6]2.Cl.[CH:16]([C:19]1[CH:24]=[CH:23][C:22]([NH:25]N)=[CH:21][CH:20]=1)([CH3:18])[CH3:17].Cl>C(O)C>[CH3:1][O:2][C:3]1[C:4]([CH3:14])=[C:5]2[C:9](=[CH:10][C:11]=1[CH3:12])[C:8]1[NH:25][C:22]3[CH:21]=[CH:20][C:19]([CH:16]([CH3:18])[CH3:17])=[CH:24][C:23]=3[C:7]=1[CH2:6]2 |f:1.2|. Procedure details: A mixture of 5-methoxy-4,6-dimethyl-1-indanone (3.1 g, 16 mmol) and p-isopropylphenylhydrazine hydrochloride (3.05 g, 16 mmol), was heated to reflux in ethanol (20 cm3) containing concentrated hydrochloric acid (2 cm3). The reaction mixture was then heated at reflux for 4 hours and then allowed to cool to room temperature. The crystalline precipitate which formed, was filtered off, washed with 10% aqueous ethanol, and dried in a vacuum oven, to give the title compound as a pale green crystalline...